Dataset: the Open Reaction Database (ORD), a public repository of structured organic reaction records. Task: describe an organic reaction: reactants, conditions, products, and yield The reactants are N([C@@H](CC(C)C)C(=O)O)C(=O)OCC1=CC=CC=C1 (Z-Leu-OH), ON1C(CCC1=O)=O (N-hydroxysuccinimide), C1CCC(CC1)N=C=NC2CCCCC2 (DCC). Run in O1CCOCC1 (dioxane). Conditions: temperature 0 celsius, time 0.5 hour. Yields the product N([C@@H](CC(C)C)C(=O)ON1C(=O)CCC1=O)C(=O)OCC1=CC=CC=C1 (Z-Leu-OSu). Reaction SMILES: [NH:1]([C:10]([O:12][CH2:13][C:14]1[CH:19]=[CH:18][CH:17]=[CH:16][CH:15]=1)=[O:11])[C@H:2]([C:7]([OH:9])=[O:8])[CH2:3][CH:4]([CH3:6])[CH3:5].O[N:21]1[C:25](=[O:26])[CH2:24][CH2:23][C:22]1=[O:27].C1CCC(N=C=NC2CCCCC2)CC1>O1CCOCC1>[NH:1]([C:10]([O:12][CH2:13][C:14]1[CH:15]=[CH:16][CH:17]=[CH:18][CH:19]=1)=[O:11])[C@H:2]([C:7]([O:9][N:21]1[C:25](=[O:26])[CH2:24][CH2:23][C:22]1=[O:27])=[O:8])[CH2:3][CH:4]([CH3:6])[CH3:5]. Procedure: Z-Leu-OH (15.92 g) and N-hydroxysuccinimide (6.9 g) were dissolved in dioxane and cooled to 0° C. To the cooled solution, DCC was added and stirred at 0° C. for 0.5 h, then room temp overnight. After filtering off the by product urea, the filtrate was concentrated to give crude Z-Leu-OSu as an oil.